Dataset: the Open Reaction Database (ORD), a public repository of structured organic reaction records. Task: describe an organic reaction: reactants, conditions, products, and yield RXN SMILES: Cl[C:2]1[CH:11]=[N:10][C:9]2[C:4](=[CH:5][C:6]([Cl:12])=[CH:7][CH:8]=2)[N:3]=1.[OH:13][C:14]1[CH:26]=[CH:25][C:17]([O:18][CH:19]([CH3:24])[C:20]([O:22][CH3:23])=[O:21])=[CH:16][CH:15]=1.C(=O)([O-])[O-].[K+].[K+].C(Cl)Cl>CC(C)=O.C(OCC)C.O>[Cl:12][C:6]1[CH:5]=[C:4]2[C:9]([N:10]=[CH:11][C:2]([O:13][C:14]3[CH:15]=[CH:16][C:17]([O:18][CH:19]([CH3:24])[C:20]([O:22][CH3:23])=[O:21])=[CH:25][CH:26]=3)=[N:3]2)=[CH:8][CH:7]=1 |f:2.3.4|. The solvent is C(C)OCC (ethyl ether), O (water), CC(=O)C (acetone). The product is ClC1=CC=C2N=CC(=NC2=C1)OC1=CC=C(OC(C(=O)OC)C)C=C1 (Racemic Methyl 2-[4-(7-chloroquinoxalinyloxy)phenoxy]propionate). Procedure: A mixture of 2,7-dichloroquinoxaline (2.8 g, 14.1 mmol), methyl 2-(4-hydroxyphenoxy)propanoate (2.76 g, 14.1 mmol), and pulverized potassium carbonate (3.9 g, 28.2 mmol) in acetone (70 mL) was refluxed for 3 hours. The reaction mixture was cooled to room temperature and methylene chloride and water were added to the reaction mixture. The organic phase was removed, and the aqueous phase was extracted with methylene chloride. The combined organic phase was washed with water, dried over potassium c... The reactants are C(Cl)Cl (methylene chloride), ClC1=NC2=CC(=CC=C2N=C1)Cl (2,7-dichloroquinoxaline), OC1=CC=C(OC(C(=O)OC)C)C=C1 (methyl 2-(4-hydroxyphenoxy)propanoate), C([O-])([O-])=O.[K+].[K+] (potassium carbonate). The yield is 55.3%. Reactants: C(C)(=O)[C@H]1[C@H](CC[C@H](C1)O[Si](C)(C)C(C)(C)C)NC(OCC1=CC=CC=C1)=O (benzyl (1S,2R,4R)-2-acetyl-4-(tert-butyldimethylsilyloxy)cyclohexylcarbamate), C[Si](C)(C)[N-][Si](C)(C)C.[K+] (potassium bis(trimethylsilyl)amide). The reagents and catalysts are [Br-].C[P+](C1=CC=CC=C1)(C1=CC=CC=C1)C1=CC=CC=C1 (Methyltriphenylphosphonium bromide). Run in C1(=CC=CC=C1)C (toluene), C1(=CC=CC=C1)C (toluene), C1(=CC=CC=C1)C (toluene). Run at temperature 0 celsius, time 1 hour. Product: [Si](C)(C)(C(C)(C)C)O[C@H]1C[C@H]([C@H](CC1)NC(OCC1=CC=CC=C1)=O)C(=C)C (benzyl (1S,2S,4R)-4-(tert-butyldimethylsilyloxy)-2-(prop-1-en-2-yl)cyclohexylcarbamate). As a reaction SMILES: [CH3:1][Si]([N-][Si](C)(C)C)(C)C.[K+].[C:11]([C@@H:14]1[CH2:19][C@H:18]([O:20][Si:21]([C:24]([CH3:27])([CH3:26])[CH3:25])([CH3:23])[CH3:22])[CH2:17][CH2:16][C@@H:15]1[NH:28][C:29](=[O:38])[O:30][CH2:31][C:32]1[CH:37]=[CH:36][CH:35]=[CH:34][CH:33]=1)(=O)[CH3:12]>[Br-].C[P+](C1C=CC=CC=1)(C1C=CC=CC=1)C1C=CC=CC=1.C1(C)C=CC=CC=1>[Si:21]([O:20][C@@H:18]1[CH2:17][CH2:16][C@H:15]([NH:28][C:29](=[O:38])[O:30][CH2:31][C:32]2[CH:37]=[CH:36][CH:35]=[CH:34][CH:33]=2)[C@H:14]([C:11]([CH3:12])=[CH2:1])[CH2:19]1)([C:24]([CH3:25])([CH3:27])[CH3:26])([CH3:22])[CH3:23] |f:0.1,3.4|. Reported procedure: Methyltriphenylphosphonium bromide (1.2 g) was suspended in toluene (16 mL) prior to the addition of 0.5M potassium bis(trimethylsilyl)amide (5.8 mL) in toluene. After 1 h, this solution was cooled to 0° C. prior to the addition of benzyl (1S,2R,4R)-2-acetyl-4-(tert-butyldimethylsilyloxy)cyclohexylcarbamate (660 mg) in toluene (5.4 mL). After 20 min at 0° C., the reaction was quenched with saturated NH4Cl solution and extracted with EtOAc (2×). The organic extracts were combined, washed with bri... Product: Cc1ccc(SCc2cc3c(cc2Cl)OCO3)c(N)c1. The reactants are CCO, Cc1ccc(SCc2cc3c(cc2Cl)OCO3)c([N+](=O)[O-])c1, O, O, Cl[Sn]Cl. Reaction SMILES: [CH3:28][CH2:29][OH:30].[Cl:1][c:2]1[cH:3][c:4]2[c:5]([cH:9][c:10]1[CH2:11][S:12][c:13]1[c:14]([N+:20]([O-:21])=[O:22])[cH:15][c:16]([CH3:19])[cH:17][cH:18]1)[O:6][CH2:7][O:8]2.[OH2:23].[OH2:24].[Sn:25]([Cl:26])[Cl:27]>>[Cl:1][c:2]1[cH:3][c:4]2[c:5]([cH:9][c:10]1[CH2:11][S:12][c:13]1[c:14]([NH2:20])[cH:15][c:16]([CH3:19])[cH:17][cH:18]1)[O:6][CH2:7][O:8]2. Starting materials: CNC(=O)c1ccc(C(=O)O)c(-n2c(C)cc(OCc3ccc(F)cc3F)c(Br)c2=O)c1, CC#N, CC(CCCN(C)C)N=C=N, CN, CCOC(C)=O, Cl, CN(C)C=O, O, On1nnc2ccccc21. Yields the product CNC(=O)c1ccc(C(=O)NC)c(-n2c(C)cc(OCc3ccc(F)cc3F)c(Br)c2=O)c1. As a reaction SMILES: [Br:1][c:2]1[c:3](=[O:32])[n:4](-[c:19]2[c:20]([C:21](=[O:22])[OH:23])[cH:24][cH:25][c:26]([C:28](=[O:29])[NH:30][CH3:31])[cH:27]2)[c:5]([CH3:18])[cH:6][c:7]1[O:8][CH2:9][c:10]1[c:11]([F:17])[cH:12][c:13]([F:16])[cH:14][cH:15]1.[C:69](#[N:70])[CH3:71].[CH3:34][N:35]([CH3:36])[CH2:37][CH2:38][CH2:39][CH:40]([N:41]=[C:42]=[NH:43])[CH3:44].[CH3:55][NH2:56].[CH3:62][CH2:63][O:64][C:65](=[O:66])[CH3:67].[ClH:33].[O:57]=[CH:58][N:59]([CH3:60])[CH3:61].[OH2:68].[OH:45][n:46]1[c:47]2[cH:48][cH:49][cH:50][cH:51][c:52]2[n:53][n:54]1>>[Br:1][c:2]1[c:3](=[O:32])[n:4](-[c:19]2[c:20]([C:21](=[O:23])[NH:35][CH3:34])[cH:24][cH:25][c:26]([C:28](=[O:29])[NH:30][CH3:31])[cH:27]2)[c:5]([CH3:18])[cH:6][c:7]1[O:8][CH2:9][c:10]1[c:11]([F:17])[cH:12][c:13]([F:16])[cH:14][cH:15]1.